Dataset: the Open Reaction Database (ORD), a public repository of structured organic reaction records. Task: describe an organic reaction: reactants, conditions, products, and yield Starting materials: C(C)(C)(C)OC(=O)NCCN(CCS(=O)(=O)C1=CC=CC=C1)S(=O)(=O)C1=C2C=CN=CC2=CC=C1 (N-(tert-butoxycarbonyl)-N′-[(5-isoquinolyl)sulfonyl]-N′-[2-(phenylsulfonyl)ethyl]ethylenediamine), Cl.CO (hydrogen chloride methanol). Product: Cl.C1=NC=CC2=C(C=CC=C12)S(=O)(=O)N(CCN)CCS(=O)(=O)C1=CC=CC=C1 (N-[(5-isoquinolyl)sulfonyl]-N-[2-(phenylsulfonyl)ethyl]ethylenediamine hydrochloride). RXN SMILES: C(OC([NH:8][CH2:9][CH2:10][N:11]([S:23]([C:26]1[CH:35]=[CH:34][CH:33]=[C:32]2[C:27]=1[CH:28]=[CH:29][N:30]=[CH:31]2)(=[O:25])=[O:24])[CH2:12][CH2:13][S:14]([C:17]1[CH:22]=[CH:21][CH:20]=[CH:19][CH:18]=1)(=[O:16])=[O:15])=O)(C)(C)C.[ClH:36].CO>>[ClH:36].[CH:31]1[C:32]2[C:27](=[C:26]([S:23]([N:11]([CH2:12][CH2:13][S:14]([C:17]3[CH:22]=[CH:21][CH:20]=[CH:19][CH:18]=3)(=[O:16])=[O:15])[CH2:10][CH2:9][NH2:8])(=[O:25])=[O:24])[CH:35]=[CH:34][CH:33]=2)[CH:28]=[CH:29][N:30]=1 |f:1.2,3.4|. Procedure details: According to the method of Example 1, Step C, deprotection was performed (50° C., 2 hours) by using Intermediate 11 (260 mg) and 10% hydrogen chloride/methanol solution (5 ml). The reaction mixture was cooled to room temperature, and then the solvent was evaporated under reduced pressure. The residue was added with methanol (1 ml) and diethyl ether (3 ml). The deposited precipitates were collected by filtration and washed with diethyl ether to obtain the title compound (197 mg) as white powdery ... Reaction SMILES: [CH2:1]1[C:8]2[N:4]([CH:5]=[CH:6][CH:7]=2)[CH2:3][CH2:2]1.Cl[C:10]([C:12]1[N:16]([CH3:17])[C:15]([CH2:18][C:19]([O:21][CH3:22])=[O:20])=[CH:14][C:13]=1[CH3:23])=[O:11]>C(Cl)Cl>[CH3:17][N:16]1[C:12]([C:10]([C:5]2[N:4]3[C:8](=[CH:7][CH:6]=2)[CH2:1][CH2:2][CH2:3]3)=[O:11])=[C:13]([CH3:23])[CH:14]=[C:15]1[CH2:18][C:19]([O:21][CH3:22])=[O:20]. Yields the product CN1C(=CC(=C1C(=O)C=1N2CCCC2=CC1)C)CC(=O)OC (methyl 1,4-dimethyl-5-(2,3-dihydro-1H-pyrrolizin-5-oyl)pyrrole-2-acetate). Reaction conditions: time 30 minute. Yield: 31.2%. Solvent: C(Cl)Cl (methylene chloride). Reported procedure: To a stirred, ice-cooled mixture of 2,3-dihydro-1H-pyrrolizine (0.40 g, 0.0037 m), methyl 5-(chlorocarbonyl)-1,4-dimethylpyrrole-2-acetate (1.1 g, 0.0037 m), and methylene chloride (10 ml) was added dropwise over 3 minutes stannic chloride (0.86 ml, 0.0075 m), and the resulting mixture allowed to stir cold for ca. 30 minutes. The mixture was partitioned between ether and water, and the ether layer washed and dried. It was concentrated in vacuo to a yellow residue which was then eluted on a silic... The reactants are C1CCN2C=CC=C12 (2,3-dihydro-1H-pyrrolizine), ClC(=O)C1=C(C=C(N1C)CC(=O)OC)C (methyl 5-(chlorocarbonyl)-1,4-dimethylpyrrole-2-acetate), stannic chloride. Starting materials: BrCCCCCCCC (1-bromooctane), C([O-])([O-])=O.[K+].[K+] (potassium carbonate), FC1=C(C=CC=C1F)O (2,3-Difluorophenol). Yields the product FC1=C(C=CC=C1F)OCCCCCCCC (2,3-Difluoro-1-n-octoxybenzene). RXN SMILES: Br[CH2:2][CH2:3][CH2:4][CH2:5][CH2:6][CH2:7][CH2:8][CH3:9].C(=O)([O-])[O-].[K+].[K+].[F:16][C:17]1[C:22]([F:23])=[CH:21][CH:20]=[CH:19][C:18]=1[OH:24]>>[F:16][C:17]1[C:22]([F:23])=[CH:21][CH:20]=[CH:19][C:18]=1[O:24][CH2:2][CH2:3][CH2:4][CH2:5][CH2:6][CH2:7][CH2:8][CH3:9] |f:1.2.3|. Procedure details: Quantities: 1-bromooctane (34.9 g, 0.18 mol), potassium carbonate (50 g, 0.36 mol) and compound from Example 37 (21.7 g, 0.17 mol). The experimental procedure was as described in Example 38. Starting materials: ClC1=C(C=CC=C1)N1N=C(CC1C=1C=NC(=CC1)N1CCN(CC1)C(=O)OC(C)(C)C)C(O)(C(F)(F)F)C(F)(F)F (1-(2-chloro-phenyl)-5-[6-(4-BOC-piperazin-1-yl)-pyridin-3-yl]-3-[di-(trifluoromethyl)-hydroxy-methyl]-4,5-dihydro-1H-pyrazole), Cl (hydrochloric acid). Solvent: C(C)(=O)OCC (ethyl acetate). Reaction conditions: time 1 hour. Yields the product Cl.ClC1=C(C=CC=C1)N1N=C(CC1C=1C=NC(=CC1)N1CCNCC1)C(O)(C(F)(F)F)C(F)(F)F (1-(2-chloro-phenyl)-5-[6-(piperazin-1-yl)-pyridin-3-yl]-3-[di-(trifluoromethyl)-hydroxy-methyl]-4,5-dihydro-1H-pyrazole hydrochloride). The yield is 200.4%. As a reaction SMILES: [Cl:1][C:2]1[CH:7]=[CH:6][CH:5]=[CH:4][C:3]=1[N:8]1[CH:12]([C:13]2[CH:14]=[N:15][C:16]([N:19]3[CH2:24][CH2:23][N:22](C(OC(C)(C)C)=O)[CH2:21][CH2:20]3)=[CH:17][CH:18]=2)[CH2:11][C:10]([C:32]([C:38]([F:41])([F:40])[F:39])([C:34]([F:37])([F:36])[F:35])[OH:33])=[N:9]1.Cl>C(OCC)(=O)C>[ClH:1].[Cl:1][C:2]1[CH:7]=[CH:6][CH:5]=[CH:4][C:3]=1[N:8]1[CH:12]([C:13]2[CH:14]=[N:15][C:16]([N:19]3[CH2:24][CH2:23][NH:22][CH2:21][CH2:20]3)=[CH:17][CH:18]=2)[CH2:11][C:10]([C:32]([C:34]([F:36])([F:35])[F:37])([C:38]([F:41])([F:40])[F:39])[OH:33])=[N:9]1 |f:3.4|. Reported procedure: 1-(2-Chloro-phenyl)-5-[6-(4-BOC-piperazin-1-yl)-pyridin-3-yl]-3-[di-(trifluoromethyl)-hydroxy-methyl]-4,5-dihydro-1H-pyrazole (65.0 mg, 0.11 mmol) prepared in Example 355 was added to a saturated solution of hydrochloric acid in ethyl acetate (2.0 mL). The reaction mixture was stirred at room temperature for 1 hour and then concentrated under reduced pressure to give 60.0 mg of the titled compound as a yellow liquid. The reactants are BrCc1ccccn1, Br, CC#N, CCN(C(C)C)C(C)C, [Na+], O=S([O-])c1ccccc1. Yields the product O=S(=O)(Cc1ccccn1)c1ccccc1. Reaction SMILES: [Br:2][CH2:3][c:4]1[n:5][cH:6][cH:7][cH:8][cH:9]1.[BrH:1].[CH3:29][C:30]#[N:31].[CH:10]([N:11]([CH2:12][CH3:13])[CH:14]([CH3:15])[CH3:16])([CH3:17])[CH3:18].[Na+:28].[c:19]1([S:25](=[O:26])[O-:27])[cH:20][cH:21][cH:22][cH:23][cH:24]1>>[CH2:3]([c:4]1[n:5][cH:6][cH:7][cH:8][cH:9]1)[S:25]([c:19]1[cH:20][cH:21][cH:22][cH:23][cH:24]1)(=[O:26])=[O:27]. Starting materials: C(=C)C1=CC=C(C(=O)Cl)C=C1 (4-vinylbenzoyl chloride), OCC1NC(OC1)=S (4-hydroxymethyl-1,3-oxazolidine-2-thione), N1=CC=CC=C1 (pyridine). Solvent: C1CCOC1 (THF), C1CCOC1 (THF). Conditions: time 12 hour. Yields the product S=C1OCC(N1)COC(C1=CC=C(C=C1)C=C)=O (4-vinylbenzoic acid 2-thioxo-oxazolidin-4-ylmethyl ester). The yield is 73.0%. RXN SMILES: [CH:1]([C:3]1[CH:11]=[CH:10][C:6]([C:7](Cl)=[O:8])=[CH:5][CH:4]=1)=[CH2:2].[OH:12][CH2:13][CH:14]1[CH2:18][O:17][C:16](=[S:19])[NH:15]1.N1C=CC=CC=1>C1COCC1>[S:19]=[C:16]1[NH:15][CH:14]([CH2:13][O:12][C:7](=[O:8])[C:6]2[CH:10]=[CH:11][C:3]([CH:1]=[CH2:2])=[CH:4][CH:5]=2)[CH2:18][O:17]1. Procedure: A solution of 4-vinylbenzoyl chloride (21.0 g, 126 mmol) in dry THF (50 mL) was added to a solution of 4-hydroxymethyl-1,3-oxazolidine-2-thione (14.0 g, 105 mmol) in dry THF (250 mL) and pyridine (10.2 mL, 126 mmol) at 0° C. After 12 hours of stirring at room temperature, pyridine hydrochloride was filtered off, and the solvent was evaporated out in vacuo. The residue was purified by silica gel column chromatography eluted with ethyl acetate/acetone (1/1=v/v), followed by recrystallization from ... The reactants are C(C)N1N=CC(=C1)C1=NC=CC(=C1)OC=1C=CC(=NC1C)C=1C(=NC(=NC1)NC(C)C)OC (5-(5-((2-(1-ethyl-1H-pyrazol-4-yl)pyridin-4-yl)oxy)-6-methylpyridin-2-yl)-N-isopropyl-4-methoxypyrimidin-2-amine), Br (hydrobromic acid). Run in CC(=O)O (AcOH). Reaction conditions: temperature 90 celsius. Yields the product C(C)N1N=CC(=C1)C1=NC=CC(=C1)OC=1C=CC(=NC1C)C=1C(NC(=NC1)NC(C)C)=O (5-(5-((2-(1-ethyl-1H-pyrazol-4-yl)pyridin-4-yl)oxy)-6-methylpyridin-2-yl)-2-(isopropylamino)pyrimidin-4(3H)-one). The yield is 76.6%. As a reaction SMILES: [CH2:1]([N:3]1[CH:7]=[C:6]([C:8]2[CH:13]=[C:12]([O:14][C:15]3[CH:16]=[CH:17][C:18]([C:22]4[C:23]([O:32]C)=[N:24][C:25]([NH:28][CH:29]([CH3:31])[CH3:30])=[N:26][CH:27]=4)=[N:19][C:20]=3[CH3:21])[CH:11]=[CH:10][N:9]=2)[CH:5]=[N:4]1)[CH3:2].Br>CC(O)=O>[CH2:1]([N:3]1[CH:7]=[C:6]([C:8]2[CH:13]=[C:12]([O:14][C:15]3[CH:16]=[CH:17][C:18]([C:22]4[C:23](=[O:32])[NH:24][C:25]([NH:28][CH:29]([CH3:31])[CH3:30])=[N:26][CH:27]=4)=[N:19][C:20]=3[CH3:21])[CH:11]=[CH:10][N:9]=2)[CH:5]=[N:4]1)[CH3:2]. Procedure details: 5-(5-((2-(1-ethyl-1H-pyrazol-4-yl)pyridin-4-yl)oxy)-6-methylpyridin-2-yl)-N-isopropyl-4-methoxypyrimidin-2-amine (0.25 g, 0.56 mmol) was dissolved in AcOH (5 mL) and 48% hydrobromic acid (0.25 mL, 2.24 mmol) was added. The mixture was heated at 90° C. for 5 hours. The mixture was evaporated under high vacuum. The residue was treated with NaHCO3 solution and the solution was extracted with EtOAc (3×). The organic was dried over Na2SO4, filtered, and concentrated. The residue was treated with hot ... Starting materials: O=C([O-])O, ClCCl, ClCCl, CO, O=c1[nH]c(=O)n(C2CSC(COCc3ccccc3)CO2)cc1F, [Na+]. Yields the product O=c1[nH]c(=O)n(C2CSC(CO)CO2)cc1F. RXN SMILES: [C:30](=[O:31])([OH:32])[O-:33].[CH2:25]([Cl:26])[Cl:27].[CH2:35]([Cl:36])[Cl:37].[CH3:28][OH:29].[F:1][c:2]1[c:3](=[O:24])[nH:4][c:5](=[O:23])[n:6]([CH:8]2[O:9][CH2:10][CH:11]([CH2:14][O:15][CH2:16][c:17]3[cH:18][cH:19][cH:20][cH:21][cH:22]3)[S:12][CH2:13]2)[cH:7]1.[Na+:34]>>[F:1][c:2]1[c:3](=[O:24])[nH:4][c:5](=[O:23])[n:6]([CH:8]2[O:9][CH2:10][CH:11]([CH2:14][OH:15])[S:12][CH2:13]2)[cH:7]1.